Dataset: the Open Reaction Database (ORD), a public repository of structured organic reaction records. Task: describe an organic reaction: reactants, conditions, products, and yield Reactants: CN1N=NN=C1Cl (1-Methyl-5-chloro-1,2,3,4-tetrazole), C1(CCCCC1)C(=O)CCCBr (3-Bromopropyl cyclohexyl ketone), [OH-].[Na+] (sodium hydroxide), NC(=S)N (Thiourea). The solvent is C(C)O (ethanol). The product is CN1N=NN=C1SCCCC(=O)C1CCCCC1 (1-methyl-5-(3-cyclohexylcarbonylpropyl)thio-1,2,3,4-tetrazole). The yield is 26.5%. As a reaction SMILES: [CH3:1][N:2]1[C:6](Cl)=[N:5][N:4]=[N:3]1.N[C:9](N)=[S:10].[CH:12]1([C:18]([CH2:20][CH2:21]CBr)=[O:19])[CH2:17][CH2:16][CH2:15][CH2:14][CH2:13]1.[OH-].[Na+]>C(O)C>[CH3:1][N:2]1[C:6]([S:10][CH2:9][CH2:21][CH2:20][C:18]([CH:12]2[CH2:17][CH2:16][CH2:15][CH2:14][CH2:13]2)=[O:19])=[N:5][N:4]=[N:3]1 |f:3.4|. Reported procedure: 1-Methyl-5-chloro-1,2,3,4-tetrazole (2.4 g) is dissolved in ethanol (30 ml). Thiourea (1.5 g) is added to the solution and the mixture is refluxed for 2 hours. 3-Bromopropyl cyclohexyl ketone (4.7 g) and 10% aqueous sodium hydroxide (10 ml) are added to the mixture is further refluxed for 3 hours. Ethanol is distilled off and water is added to the residue. The mixture is extracted with chloroform. The chloroform solution is washed with water and then saturated aqueous sodium chloride and dried o...